This data is from the Open Reaction Database (ORD), a public repository of structured organic reaction records. The task is: describe an organic reaction: reactants, conditions, products, and yield Starting materials: Sn2(n-Bu)6, [Li+].[Cl-] (LiCl), BrC=1N=C(N(C1)C)C=1C=C2C=NN(C2=CC1)C (5-(4-bromo-1-methyl-1H-imidazol-2-yl)-1-methyl-1H-indazole), BrC=1SC2=C(N1)C=C(C(=C2C2=CC=C(C=C2)Cl)[C@@H](C(=O)OCC)OC(C)(C)C)C ((S)-ethyl 2-(2-bromo-7-(4-chlorophenyl)-5-methylbenzo[d]thiazol-6-yl)-2-tert-butoxyacetate). The reagents and catalysts are Cl[Pd]([P](C1=CC=CC=C1)(C2=CC=CC=C2)C3=CC=CC=C3)([P](C4=CC=CC=C4)(C5=CC=CC=C5)C6=CC=CC=C6)Cl (Pd(PPh3)2Cl2), C=1C=CC(=CC1)[P](C=2C=CC=CC2)(C=3C=CC=CC3)[Pd]([P](C=4C=CC=CC4)(C=5C=CC=CC5)C=6C=CC=CC6)([P](C=7C=CC=CC7)(C=8C=CC=CC8)C=9C=CC=CC9)[P](C=1C=CC=CC1)(C=1C=CC=CC1)C=1C=CC=CC1 (Pd(PPh3)4). The solvent is CCOC(=O)C (EtOAc), O1CCOCC1 (dioxane), O1CCOCC1 (dioxane). Run at temperature 90 celsius, time 16 hour. Yields the product C(C)(C)(C)O[C@H](C(=O)OCC)C1=C(C2=C(N=C(S2)C=2N=C(N(C2)C)C=2C=C3C=NN(C3=CC2)C)C=C1C)C1=CC=C(C=C1)Cl ((S)-ethyl 2-tert-butoxy-2-(7-(4-chlorophenyl)-5-methyl-2-(1-methyl-2-(1-methyl-1H-indazol-5-yl)-1H-imidazol-4-yl)benzo[d]thiazol-6-yl)acetate). As a reaction SMILES: Br[C:2]1[N:3]=[C:4]([C:8]2[CH:9]=[C:10]3[C:14](=[CH:15][CH:16]=2)[N:13]([CH3:17])[N:12]=[CH:11]3)[N:5]([CH3:7])[CH:6]=1.[Li+].[Cl-].Br[C:21]1[S:22][C:23]2[C:29]([C:30]3[CH:35]=[CH:34][C:33]([Cl:36])=[CH:32][CH:31]=3)=[C:28]([C@H:37]([O:43][C:44]([CH3:47])([CH3:46])[CH3:45])[C:38]([O:40][CH2:41][CH3:42])=[O:39])[C:27]([CH3:48])=[CH:26][C:24]=2[N:25]=1>O1CCOCC1.CCOC(C)=O.Cl[Pd](Cl)([P](C1C=CC=CC=1)(C1C=CC=CC=1)C1C=CC=CC=1)[P](C1C=CC=CC=1)(C1C=CC=CC=1)C1C=CC=CC=1.C1C=CC([P]([Pd]([P](C2C=CC=CC=2)(C2C=CC=CC=2)C2C=CC=CC=2)([P](C2C=CC=CC=2)(C2C=CC=CC=2)C2C=CC=CC=2)[P](C2C=CC=CC=2)(C2C=CC=CC=2)C2C=CC=CC=2)(C2C=CC=CC=2)C2C=CC=CC=2)=CC=1>[C:44]([O:43][C@@H:37]([C:28]1[C:27]([CH3:48])=[CH:26][C:24]2[N:25]=[C:21]([C:2]3[N:3]=[C:4]([C:8]4[CH:9]=[C:10]5[C:14](=[CH:15][CH:16]=4)[N:13]([CH3:17])[N:12]=[CH:11]5)[N:5]([CH3:7])[CH:6]=3)[S:22][C:23]=2[C:29]=1[C:30]1[CH:31]=[CH:32][C:33]([Cl:36])=[CH:34][CH:35]=1)[C:38]([O:40][CH2:41][CH3:42])=[O:39])([CH3:45])([CH3:46])[CH3:47] |f:1.2,^1:63,82,105,107,126,145|. Procedure details: In a 10 mL reaction vial, 5-(4-bromo-1-methyl-1H-imidazol-2-yl)-1-methyl-1H-indazole (50 mg, 0.172 mmol) was dissolved in dioxane (3 mL) at rt. The solution was bubbled with argon for 5 min. Then Sn2(n-Bu)6 (0.136 mL, 0.259 mmol), LiCl (60 mg, 1.4 mmol), Pd(PPh3)2Cl2 (24 mg, 0.034 mmol) and Pd(PPh3)4 (40 mg, 0.0344 mmol) were added sequentially. The resulting reaction mixture was sealed and heated to 90° C. in oil bath. To this mixture, a solution of (S)-ethyl 2-(2-bromo-7-(4-chlorophenyl)-5-met...